From a dataset of the Open Reaction Database (ORD), a public repository of structured organic reaction records. describe an organic reaction: reactants, conditions, products, and yield The product is COc1ccc(-n2nc(C(F)(F)F)cc2-c2ccc(S(C)(=O)=O)cc2)cc1Br. Starting materials: Br, Cl, [Cu]Br, O=N[O-], COc1ccc(-n2nc(C(F)(F)F)cc2-c2ccc(S(C)(=O)=O)cc2)cc1N, [Na+], O. As a reaction SMILES: [BrH:30].[ClH:1].[Cu:36][Br:37].[N:31]([O-:32])=[O:33].[NH2:2][c:3]1[cH:4][c:5](-[n:11]2[n:12][c:13]([C:26]([F:27])([F:28])[F:29])[cH:14][c:15]2-[c:16]2[cH:17][cH:18][c:19]([S:22](=[O:23])(=[O:24])[CH3:25])[cH:20][cH:21]2)[cH:6][cH:7][c:8]1[O:9][CH3:10].[Na+:34].[OH2:35]>>[c:3]1([Br:30])[cH:4][c:5](-[n:11]2[n:12][c:13]([C:26]([F:27])([F:28])[F:29])[cH:14][c:15]2-[c:16]2[cH:17][cH:18][c:19]([S:22](=[O:23])(=[O:24])[CH3:25])[cH:20][cH:21]2)[cH:6][cH:7][c:8]1[O:9][CH3:10]. Starting materials: OC=1C=CC2=C(C=C(CCS2(=O)=O)C(=O)OC)C1 (methyl 7-hydroxy-1,1-dioxo-2,3-dihydro-1-benzothiepine-4-carboxylate), C(C)OC=1C=C(C=CC1OCCOCCC)OB(O)O (3-ethoxy-4-(2-propoxyethoxy)phenylboric acid), cupric acetate, ClCCl (dichloromethane). Solvent: C(C)N(CC)CC (triethylamine). Conditions: time 16 hour. The product is C(C)OC=1C=C(OC=2C=CC3=C(C=C(CCS3(=O)=O)C(=O)OC)C2)C=CC1OCCOCCC (methyl 7-[3-ethoxy-4-(2-propoxyethoxy)phenoxy]-1,1-dioxo-2,3-dihydro-1-benzothiepine-4-carboxylate). The yield is 61.5%. Reaction SMILES: [OH:1][C:2]1[CH:3]=[CH:4][C:5]2[S:11](=[O:13])(=[O:12])[CH2:10][CH2:9][C:8]([C:14]([O:16][CH3:17])=[O:15])=[CH:7][C:6]=2[CH:18]=1.[CH2:19]([O:21][C:22]1[CH:23]=[C:24](OB(O)O)[CH:25]=[CH:26][C:27]=1[O:28][CH2:29][CH2:30][O:31][CH2:32][CH2:33][CH3:34])[CH3:20].ClCCl>C(N(CC)CC)C>[CH2:19]([O:21][C:22]1[CH:23]=[C:24]([CH:25]=[CH:26][C:27]=1[O:28][CH2:29][CH2:30][O:31][CH2:32][CH2:33][CH3:34])[O:1][C:2]1[CH:3]=[CH:4][C:5]2[S:11](=[O:13])(=[O:12])[CH2:10][CH2:9][C:8]([C:14]([O:16][CH3:17])=[O:15])=[CH:7][C:6]=2[CH:18]=1)[CH3:20]. Procedure: To a mixture of methyl 7-hydroxy-1,1-dioxo-2,3-dihydro-1-benzothiepine-4-carboxylate (0.40 g), 3-ethoxy-4-(2-propoxyethoxy)phenylboric acid (0.80 g), cupric acetate (0.27 g), MS4A (0.8 g) and dichloromethane (15 ml) was added at room temperature triethylamine (1.04 ml), and the resulting mixture was stirred for 16 hours. The reaction mixture was filtered to remove an insoluble material and the filtrate was concentrated under reduced pressure. The residue was subjected to separation and purificat... Starting materials: P(O)(O)(O)=O (phosphoric acid), N1C=CC2=CC=CC=C12 (indole), [C@H]12CC(C[C@H](CC1)N2C)=O (3-tropanone). Solvent: C(C)(=O)O (acetic acid). Reaction conditions: temperature 62.5 celsius. Product: N1C=C(C2=CC=CC=C12)C1=CC2CCC(C1)N2 (3-(indol-3-yl)-8-azabicyclo-[3.2.1]oct-2-ene). As a reaction SMILES: [NH:1]1[C:9]2[C:4](=[CH:5][CH:6]=[CH:7][CH:8]=2)[CH:3]=[CH:2]1.P(=O)(O)(O)O.[C@@H:15]12[N:22](C)[C@@H:19]([CH2:20][CH2:21]1)[CH2:18][C:17](=O)[CH2:16]2>C(O)(=O)C>[NH:1]1[C:9]2[C:4](=[CH:5][CH:6]=[CH:7][CH:8]=2)[C:3]([C:17]2[CH2:16][CH:15]3[NH:22][CH:19]([CH2:20][CH2:21]3)[CH:18]=2)=[CH:2]1. Procedure details: The reaction is performed by first dissolving the indole in a suitable solvent, typically acetic acid, and then adding a suitable acid, such as hydrochloric or phosphoric acid. The 3-tropanone is then added and the reaction heated at about 60-65° C. for from about 4 to about 24 hours. The resulting 3-(indol-3-yl)-8-azabicyclo-[3.2.1]oct-2-ene is isolated by pouring the reaction mixture into an ice water slurry, adjusting the pH of the aqueous mixture to about 8 by the addition of base, typically... The reactants are C12CC3(CC(CC3C1)C2)NC(=S)N (N-tricyclo[3.3.1.0˜3,7˜]non-3-ylthiourea), BrC(C(=O)OCC)C(C)C (ethyl 2-bromo-3-methylbutanoate). Yields the product C(C)(C)C1C(N=C(S1)NC12CC3CC2CC(C1)C3)=O (5-Isopropyl-2-(tricyclo[3.3.1.0˜3,7˜]non-3-ylamino)-1,3-thiazol-4(5H)-one). Reaction SMILES: [CH:1]12[CH2:9][CH:5]3[CH2:6][CH:7]([CH2:8]1)[C:3]([NH:10][C:11]([NH2:13])=[S:12])([CH2:4]3)[CH2:2]2.Br[CH:15]([CH:21]([CH3:23])[CH3:22])[C:16](OCC)=[O:17]>>[CH:21]([CH:15]1[S:12][C:11]([NH:10][C:3]23[CH2:4][CH:5]4[CH2:9][CH:1]([CH2:8][CH:7]2[CH2:6]4)[CH2:2]3)=[N:13][C:16]1=[O:17])([CH3:23])[CH3:22]. Reported procedure: Synthesis was performed from N-tricyclo[3.3.1.0˜3,7˜]non-3-ylthiourea and ethyl 2-bromo-3-methylbutanoate according to Method C. Starting materials: COCCO[AlH2-]OCCOC.[Na+] (Red-Al), [Mg] (magnesium), C1CCOC1 (THF), product 1a, C1CCOC1 (THF), C1CCOC1 (THF), BrCCBr (1,2-dibromoethane), 1a, B(OCCCC)(OCCCC)OCCCC (tributyl borate), C1CCOC1 (THF). Conditions: time 30 minute. The product is C(=O)C1=CC=C(C=C1)B(O)O (4-Formylbenzeneboronic acid). RXN SMILES: [Mg].Br[CH2:3][CH2:4]Br.COCCO[AlH2-]OCC[O:15][CH3:16].[Na+].[B:18](OCCCC)([O:24]CCCC)[O:19]CCCC.[CH2:34]1[CH2:38]O[CH2:36][CH2:35]1>>[CH:16]([C:4]1[CH:3]=[CH:38][C:34]([B:18]([OH:24])[OH:19])=[CH:35][CH:36]=1)=[O:15] |f:2.3|. Procedure details: Under an argon atmosphere, 3.65 g of magnesium turnings are covered with 15 ml of anhydrous THF and treated with 0.5 ml of 1,2-dibromoethane. Gentle warming leads to a vigorous reaction. After the reaction has subsided, the solvent is pipetted off with a pipette, treated with 40 ml of anhydrous THF and 1/3 of a solution of 32 g of the product 1a) in 30 ml of anhydrous THF are added. The reaction is started with Red-Al and by warming. The remainder of the product from 1a) is then added dropwise w... Run in O (water). Reactants: resultant solution, CC1=CC=C2OC=3C=CC(=CC3CC2=C1)C(=O)OC (methyl 7-methylxanthene-2-carboxylate), [Cl-].[Cl-].[Cl-].[Al+3] (aluminum trichloride), ClC(C)Cl (dichloroethane), C(C)(=O)Cl (acetyl chloride), Cl (hydrochloric acid). Procedure details: A mixture of 130 g. of methyl 7-methylxanthene-2-carboxylate in 200 ml. of dichloroethane is cooled to -5° C and to the cooled solution are added 4.95 ml. of acetyl chloride and then 17.0 g. of aluminum trichloride. The resultant solution is stirred at room temperature for 1.75 hours. After this time, the solution is poured into a mixture of 300 g. of ice, 700 ml. of water and 20 ml. of concentrated hydrochloric acid. The mixture is then extracted with three 500 ml. portions of methylene chlorid... RXN SMILES: [CH3:1][C:2]1[CH:15]=[C:14]2[C:5]([O:6][C:7]3[CH:8]=[CH:9][C:10]([C:16]([O:18][CH3:19])=[O:17])=[CH:11][C:12]=3[CH2:13]2)=[CH:4][CH:3]=1.ClC(Cl)C.[C:24](Cl)(=[O:26])[CH3:25].[Cl-].[Cl-].[Cl-].[Al+3].Cl>O>[C:24]([C:4]1[CH:3]=[C:2]([CH3:1])[CH:15]=[C:14]2[C:5]=1[O:6][C:7]1[CH:8]=[CH:9][C:10]([C:16]([O:18][CH3:19])=[O:17])=[CH:11][C:12]=1[CH2:13]2)(=[O:26])[CH3:25] |f:3.4.5.6|. Product: C(C)(=O)C1=C2OC=3C=CC(=CC3CC2=CC(=C1)C)C(=O)OC (methyl 5-acetyl-7-methylxanthene-2-carboxylate). The reactants are [OH-].[Na+] (sodium hydroxide), FCCCC(CO)CCO (2-(3-fluoropropyl)-1,4-butanediol), NCC(=O)O (glycine), C1=CC(=C[N+](=C1)[C@H]2[C@@H]([C@@H]([C@H](O2)COP(=O)([O-])OP(=O)(O)OC[C@@H]3[C@H]([C@H]([C@@H](O3)N4C=NC5=C4N=CN=C5N)O)O)O)O)C(=O)N (β-NAD+), [OH-].[Na+] (sodium hydroxide), NCC(=O)O (Glycine), COC=1C=CC(=CC1)C=O (anisaldehyde), [OH-].[Na+] (sodium hydroxide), [OH-].[Na+] (sodium hydroxide), alcohol. The solvent is CC(=O)C (acetone), C(C)O (ethanol), O (water), C(Cl)Cl (methylene chloride). Yields the product FCCC[C@H]1C(=O)OCC1 ((2R)-2-(3-fluoropropyl)butyrolactone). RXN SMILES: NCC(O)=O.[OH-].[Na+].[F:8][CH2:9][CH2:10][CH2:11][CH:12]([CH2:15][CH2:16][OH:17])[CH2:13][OH:14].C1C=[N+]([C@@H]2O[C@H](COP(OP(OC[C@H]3O[C@@H](N4C5N=CN=C(N)C=5N=C4)[C@H](O)[C@@H]3O)(O)=O)([O-])=O)[C@@H](O)[C@H]2O)C=C(C(N)=O)C=1.COC1C=CC(C=O)=CC=1>O.CC(C)=O.C(O)C.C(Cl)Cl>[F:8][CH2:9][CH2:10][CH2:11][C@@H:12]1[CH2:15][CH2:16][O:17][C:13]1=[O:14] |f:1.2|. Procedure: Glycine (18.8 grams) is dissolved in 2 liters of deionized water, and the pH is adjusted by the addition of 10% sodium hydroxide to 9.0. 2-(3-fluoropropyl)-1,4-butanediol (10.0 grams) is dissolved in 150 ml of acetone added to the glycine solution with stirring, followed by the addition of β-NAD+ (Sigma, 0.5 grams). To the resulting solution is added horse liver alcohol dehydrogenase (Sigma, 250 mg, approximately 400 units). After the enzyme has dissolved the pH is readjusted to 9.0 with 10% sod...